From a dataset of the Open Reaction Database (ORD), a public repository of structured organic reaction records. describe an organic reaction: reactants, conditions, products, and yield The reactants are solid, C(C1=CC=CC=C1)(=O)O (benzoic acid), C(C)(=O)OC=C (vinyl acetate), C(C)(=O)[O-].[K+] (potassium acetate). The reagents and catalysts are C(CC)(=O)OC=C (vinyl propionate), [Cu](Br)Br (copper(II) bromide). Run in O1CCCC1 (tetrahydrofuran). Reaction conditions: temperature 70 celsius. The product is C(C1=CC=CC=C1)(=O)OC=C (vinyl benzoate). RXN SMILES: [C:1]([OH:9])(=[O:8])[C:2]1[CH:7]=[CH:6][CH:5]=[CH:4][CH:3]=1.[C:10](OC=C)(=O)[CH3:11].C([O-])(=O)C.[K+]>C(OC=C)(=O)CC.[Cu](Br)Br.O1CCCC1>[C:1]([O:9][CH:10]=[CH2:11])(=[O:8])[C:2]1[CH:7]=[CH:6][CH:5]=[CH:4][CH:3]=1 |f:2.3|. Procedure details: A solution consisting of 4.88 g of benzoic acid, 24.8 of vinyl acetate, 0.4 g of potassium acetate, 89.4 mg of copper(II) bromide and 20 ml of tetrahydrofuran was mixed with 1.34 g of the solid catalyst prepared in Example 9. The resulting mixture was heated at 70° C. for 24 hours in the same manner as in Example 9, to form 4.80 g of vinyl benzoate and recover 1.94 g of acetic acid as the byproduct. Starting materials: IC1=CC=2C(OCCC2S1)N(C(OC(C)(C)C)=O)C (tert-butyl (2-iodo-6,7-dihydro-4H-thieno[3,2-c]pyran-4-yl)-methylcarbamate), N1CCCCC1 (piperidine), Cu, K3PO4.3H2O, CN(CCO)C (2-dimethylamino-ethanol). The solvent is O (water). Run at temperature 85 celsius, time 28 hour. Product: N1(CCCCC1)C1=CC=2C(OCCC2S1)CN ((2-(piperidin-1-yl)-6,7-dihydro-4H-thieno[3,2-c]pyran-4-yl)methanamine). RXN SMILES: I[C:2]1[S:10][C:9]2[CH2:8][CH2:7][O:6][CH:5](N(C)C(=O)OC(C)(C)C)[C:4]=2[CH:3]=1.[NH:20]1[CH2:25][CH2:24][CH2:23][CH2:22][CH2:21]1.[CH3:26][N:27](C)CCO>O>[N:20]1([C:2]2[S:10][C:9]3[CH2:8][CH2:7][O:6][CH:5]([CH2:26][NH2:27])[C:4]=3[CH:3]=2)[CH2:25][CH2:24][CH2:23][CH2:22][CH2:21]1. Procedure details: A mixture of tert-butyl (2-iodo-6,7-dihydro-4H-thieno[3,2-c]pyran-4-yl)-methylcarbamate (400 mg, 1.0 mmol, 1 eq), piperidine (2 mL), Cu metal (6.4 mg, 1 mmol, 0.1 eq), and K3PO4.3H2O (539.3 mg, 2.34 mmol, 2.3 eq) in 2-dimethylamino-ethanol (deanol) (5 mL) was stirred at 85° C. in a sealed tube for 28 hr. After cooling to room temperature, the reaction mixture was diluted with water, extracted with ethyl acetate, washed with brine, dried over Na2SO4, concentrated and purified by Al2O3 column chro... Reactants: CCO, CC(C)Br, Cc1ccccc1C(=O)Nc1cccc(O)c1. The product is Cc1ccccc1C(=O)Nc1cccc(OC(C)C)c1. RXN SMILES: [CH3:22][CH2:23][OH:24].[CH:18]([CH3:19])([CH3:20])[Br:21].[OH:1][c:2]1[cH:3][c:4]([NH:5][C:6]([c:7]2[c:8]([CH3:13])[cH:9][cH:10][cH:11][cH:12]2)=[O:14])[cH:15][cH:16][cH:17]1>>[O:1]([c:2]1[cH:3][c:4]([NH:5][C:6]([c:7]2[c:8]([CH3:13])[cH:9][cH:10][cH:11][cH:12]2)=[O:14])[cH:15][cH:16][cH:17]1)[CH:18]([CH3:19])[CH3:20]. Starting materials: COC1=CC=C(CN2C3=NC=NC(=C3N=C2)Br)C=C1 (9-(4-Methoxybenzyl)-6-bromo-9H-purine), FC1=NC=CC=C1B(O)O (2-fluoropyridin-3-ylboronic acid), C(C)(=O)[O-].[K+] (potassium acetate), PdCl2(PtBu2Ph)2. Solvent: C(CCC)O (1-butanol), O (water), CCOCC (Et2O). Run at temperature 100 celsius, time 45 minute. Yields the product COC1=CC=C(CN2C3=NC=NC(=C3N=C2)C=2C(=NC=CC2)F)C=C1 (9-(4-methoxybenzyl)-6-(2-fluoropyridin-3-yl)-9H-purine). As a reaction SMILES: [CH3:1][O:2][C:3]1[CH:19]=[CH:18][C:6]([CH2:7][N:8]2[CH:16]=[N:15][C:14]3[C:9]2=[N:10][CH:11]=[N:12][C:13]=3Br)=[CH:5][CH:4]=1.[F:20][C:21]1[C:26](B(O)O)=[CH:25][CH:24]=[CH:23][N:22]=1.C([O-])(=O)C.[K+]>C(O)CCC.O.CCOCC>[CH3:1][O:2][C:3]1[CH:19]=[CH:18][C:6]([CH2:7][N:8]2[CH:16]=[N:15][C:14]3[C:9]2=[N:10][CH:11]=[N:12][C:13]=3[C:26]2[C:21]([F:20])=[N:22][CH:23]=[CH:24][CH:25]=2)=[CH:5][CH:4]=1 |f:2.3|. Procedure: A mixture of 9-(4-Methoxybenzyl)-6-bromo-9H-purine (2.7 g, 8.5 mmol), 2-fluoropyridin-3-ylboronic acid (1.8 g, 13 mmol) and potassium acetate (2.5 g, 25 mmol) in 1-butanol (50 mL) and water (10 mL) was purged with Ar (vacuum/purge three times) to remove oxygen, then PdCl2(PtBu2Ph)2 (0.063 g, 0.10 mmol) was added. The reaction mixture was stirred in a 100° C. oil bath for 45 min. The reaction mixture was allowed to cool to RT and diluted with Et2O (300 mL). The mixture was washed with water (2×10... Starting materials: CC(=O)O, O=C(O)c1ccncc1F, OO. Yields the product O=C(O)c1cc[n+]([O-])cc1F. Reaction SMILES: [CH3:13][C:14](=[O:15])[OH:16].[F:1][c:2]1[c:3]([C:4](=[O:5])[OH:6])[cH:7][cH:8][n:9][cH:10]1.[OH:11][OH:12]>>[F:1][c:2]1[c:3]([C:4](=[O:5])[OH:6])[cH:7][cH:8][n+:9]([O-:11])[cH:10]1.